Dataset: the Open Reaction Database (ORD), a public repository of structured organic reaction records. Task: describe an organic reaction: reactants, conditions, products, and yield Reactants: CC(C)(C)OC(=O)CBr, O=C([O-])[O-], N#Cc1ccccc1O, CC(C)=O, [K+], [K+]. Yields the product CC(C)(C)OC(=O)COc1ccccc1C#N. As a reaction SMILES: [Br:10][CH2:11][C:12](=[O:13])[O:14][C:15]([CH3:16])([CH3:17])[CH3:18].[C:19](=[O:20])([O-:21])[O-:22].[C:1](#[N:2])[c:3]1[c:4]([OH:9])[cH:5][cH:6][cH:7][cH:8]1.[CH3:25][C:26](=[O:27])[CH3:28].[K+:23].[K+:24]>>[C:1](#[N:2])[c:3]1[c:4]([O:9][CH2:11][C:12](=[O:13])[O:14][C:15]([CH3:16])([CH3:17])[CH3:18])[cH:5][cH:6][cH:7][cH:8]1. The reactants are C(CCCCCCCCCCCCC)(=O)[O-] (Myristate), CCN1C=C(C(=O)C2=C1N=C(C=C2)C)C(=O)O (nalidixic acid), CCN1C=C(C(=O)C2=C1N=C(C=C2)C)C(=O)O (nalidixic acid), C(C(CO)(CO)N)O (Tris), CCCCCCCCCCCCOS(=O)(=O)[O-].[Na+] (SDS), SCCO (β-mercaptoethanol), SC[C@@H](O)[C@H](O)CS (dithiothreitol), C(CC)OCCCCCCCCCC(=O)[O-] (10-(propoxy)decanoate), CC1([C@@H](N2[C@H](S1)[C@@H](C2=O)NC(=O)[C@@H](C=3C=CC=CC3)N)C(=O)O)C (ampicillin), C1[C@H]([C@@H]([C@H]([C@@H]([C@H]1N)O[C@@H]2[C@@H]([C@H]([C@@H]([C@H](O2)CN)O)O)O)O)O[C@@H]3[C@@H]([C@H]([C@@H]([C@H](O3)CO)O)N)O)N.OS(=O)(=O)O (kanamycin sulfate), CC(C)S[C@H]1[C@@H]([C@H]([C@H]([C@H](O1)CO)O)O)O (Isopropyl-β-D-thiogalactopyranoside), C(CCCCCCCCCCCCCCC)(=O)[O-] (palmitate). Run in solution, OCC(O)CO (glycerol). Reaction conditions: temperature 37 celsius, time 20 minute. The product is C(C(=O)NCC(=O)O)N (Gly2). As a reaction SMILES: CC1(C)S[C@@H]2[C@H:7]([NH:10]C([C@H](N)C3C=CC=CC=3)=O)[C:8](=[O:9])[N:4]2[C@H:3]1[C:21]([OH:23])=[O:22].C1[C@H](N)[C@@H](O[C@H]2O[C@H](CN)[C@@H](O)[C@H](O)[C@H]2O)[C@H](O)[C@@H](O[C@H]2O[C@H](CO)[C@@H](O)[C@H](N)[C@H]2O)[C@@H]1N.OS(O)(=O)=O.CC(S[C@@H]1O[C@H](CO)[C@H](O)[C@H](O)[C@H]1O)C.CCN1C2N=C(C)C=CC=2C(=O)C(C(O)=O)=C1.C([O-])(=O)CCCCCCCCCCCCC.C([O-])(=O)CCCCCCCCCCCCCCC.C(OCCCCCCCCCC([O-])=O)CC.C(O)C(N)(CO)CO.CCCCCCCCCCCCOS([O-])(=O)=O.[Na+].SCCO.SC[C@H]([C@@H](CS)O)O>OCC(CO)O>[CH2:7]([NH2:10])[C:8]([NH:4][CH2:3][C:21]([OH:23])=[O:22])=[O:9] |f:1.2,9.10|. Procedure details: Fatty acid labeling of PK-A C-subunit produced in E. coli. Four ml cultures of the double transformants were shaken at 37° C. to an OD600 of 0.5 in LB broth+100 μg/ml ampicillin and 100 μg/ml kanamycin sulfate. Isopropyl-β-D-thiogalactopyranoside (IPTG) was then added to a final concentration of 1 mM to induce NMT production (see Results, below). When the cultures reached OD600 =1.0 (approximately 40 min later), nalidixic acid was added to a final concentration of 50 μg/ml to induce C-subunit pr... Reactants: COC(=O)C=1N(S(C2=C(C1O)C=CC1=CC=CC=C12)(=O)=O)C (4-hydroxy-2-methyl-2H-naphtho[2,1-e]-1,2-thiazine-3-carboxylic acid methylester-1,1-dioxide), COC1=C(N)C=CC=C1 (2-methyoxy-aniline), ethylene chloride petroleum ether. Product: OC1=C(N(S(C2=C1C=CC1=CC=CC=C12)(=O)=O)C)C(=O)NC1=C(C=CC=C1)OC (4-Hydroxy-N-(2-methoxyphenyl)-2-methyl-2H-naphtho[2,1-e]-1,2-thiazine-3-carboxamide-1,1-dioxide). The yield is 31.0%. As a reaction SMILES: CO[C:3]([C:5]1[N:6]([CH3:22])[S:7](=[O:21])(=[O:20])[C:8]2[C:19]3[C:14](=[CH:15][CH:16]=[CH:17][CH:18]=3)[CH:13]=[CH:12][C:9]=2[C:10]=1[OH:11])=[O:4].[CH3:23][O:24][C:25]1[CH:31]=[CH:30][CH:29]=[CH:28][C:26]=1[NH2:27]>>[OH:11][C:10]1[C:9]2[CH:12]=[CH:13][C:14]3[C:19]([C:8]=2[S:7](=[O:21])(=[O:20])[N:6]([CH3:22])[C:5]=1[C:3]([NH:27][C:26]1[CH:28]=[CH:29][CH:30]=[CH:31][C:25]=1[O:24][CH3:23])=[O:4])=[CH:18][CH:17]=[CH:16][CH:15]=3. Reported procedure: 4-Hydroxy-N-(2-methoxyphenyl)-2-methyl-2H-naphtho[2,1-e]-1,2-thiazine-3-carboxamide-1,1-dioxide was prepared analogous to Example 1 from 4-hydroxy-2-methyl-2H-naphtho[2,1-e]-1,2-thiazine-3-carboxylic acid methylester-1,1-dioxide and 2-methyoxy-aniline. Yield: 31% of theory; m.p. 198°-200° C (from ethylene chloride/petroleum ether). The reactants are CCCCCCCN(CC)CC, Cc1ccc(S(=O)(=O)O)cc1, CC#N, OCC=CCc1ccc(Cl)cc1. As a reaction SMILES: [CH2:24]([CH3:25])[N:26]([CH2:27][CH2:28][CH2:29][CH2:30][CH2:31][CH2:32][CH3:33])[CH2:34][CH3:35].[CH3:1][c:2]1[cH:3][cH:4][c:5]([S:8](=[O:9])(=[O:10])[OH:11])[cH:6][cH:7]1.[CH3:36][C:37]#[N:38].[Cl:12][c:13]1[cH:14][cH:15][c:16]([CH2:19][CH:20]=[CH:21][CH2:22][OH:23])[cH:17][cH:18]1>>[CH3:1][c:2]1[cH:3][cH:4][c:5]([S:8](=[O:9])(=[O:10])[O-:11])[cH:6][cH:7]1.[Cl:12][c:13]1[cH:14][cH:15][c:16]([CH2:19][CH:20]=[CH:21][CH2:22][N+:26]([CH2:24][CH3:25])([CH2:27][CH2:28][CH2:29][CH2:30][CH2:31][CH2:32][CH3:33])[CH2:34][CH3:35])[cH:17][cH:18]1. Product: Cc1ccc(S(=O)(=O)[O-])cc1, CCCCCCC[N+](CC)(CC)CC=CCc1ccc(Cl)cc1.